Task: describe an organic reaction: reactants, conditions, products, and yield. Dataset: the Open Reaction Database (ORD), a public repository of structured organic reaction records Reagents/catalysts: C(C)(=O)[O-].[Pd+2].C(C)(=O)[O-] (palladium acetate). Solvent: C(C)N(CC)CC (triethylamine). RXN SMILES: Br[C:2]1[CH:3]=[N:4][CH:5]=[CH:6][CH:7]=1.[C:8]([O:14][CH3:15])(=[O:13])[CH2:9][CH2:10][CH:11]=[CH2:12].C1(C)C=CC=CC=1P(C1C=CC=CC=1C)C1C=CC=CC=1C>C(N(CC)CC)C.C([O-])(=O)C.[Pd+2].C([O-])(=O)C>[CH3:15][O:14][C:8]([CH2:9][CH2:10][CH:11]=[CH:12][C:2]1[CH:3]=[N:4][CH:5]=[CH:6][CH:7]=1)=[O:13] |f:4.5.6|. Starting materials: BrC=1C=NC=CC1 (3-bromopyridine), C(CCC=C)(=O)OC (methyl 4-pentenoate), C1(=C(C=CC=C1)P(C1=C(C=CC=C1)C)C1=C(C=CC=C1)C)C (tri-o-tolylphosphine). Procedure details: A solution of 3-bromopyridine (7.9 g), methyl 4-pentenoate (7.15 g), palladium acetate (0.11 g) and tri-o-tolylphosphine (0.6 g) in 50 ml of triethylamine is refluxed for 24 hours under argon and the solvent evaporated. The residue is taken up in methylene chloride (50 ml) and washed with water (2×40 ml). The organic phase is dried and evaporated to yield 3-(4-methoxycarbonylbut-1-enyl)pyridine as a colorless liquid; NMR (CDCl3) 3.72 (s, 3 H), 6.40 (s, 1 H); IR (film) 1725 cm-1. Product: COC(=O)CCC=CC=1C=NC=CC1 (3-(4-methoxycarbonylbut-1-enyl)pyridine). The reactants are C(C)OC(C(CCC1=C(C=CC=C1)Cl)=O)=O (ethyl-2-oxo-4-(2-chlorophenyl)butyrate), N[C@@H](C)C(=O)N1[C@H](C(=O)O)CCC1 (L-alanyl-L-proline), C(#N)[BH3-].[Na+] (sodium cyanoborohydride). The product is C(C)OC(=O)C(CCC1=C(C=CC=C1)Cl)N[C@@H](C)C(=O)N1[C@H](C(=O)O)CCC1 (N-[1-ethoxycarbonyl-3-(2-chlorophenyl)-propyl]-L-alanyl-L-proline). As a reaction SMILES: [CH2:1]([O:3][C:4](=[O:16])[C:5](=O)[CH2:6][CH2:7][C:8]1[CH:13]=[CH:12][CH:11]=[CH:10][C:9]=1[Cl:14])[CH3:2].[NH2:17][C@H:18]([C:20]([N:22]1[CH2:29][CH2:28][CH2:27][C@H:23]1[C:24]([OH:26])=[O:25])=[O:21])[CH3:19].C([BH3-])#N.[Na+]>>[CH2:1]([O:3][C:4]([CH:5]([NH:17][C@H:18]([C:20]([N:22]1[CH2:29][CH2:28][CH2:27][C@H:23]1[C:24]([OH:26])=[O:25])=[O:21])[CH3:19])[CH2:6][CH2:7][C:8]1[CH:13]=[CH:12][CH:11]=[CH:10][C:9]=1[Cl:14])=[O:16])[CH3:2] |f:2.3|. Reported procedure: In the manner described in Example 26, ethyl-2-oxo-4-(2-chlorophenyl)butyrate and L-alanyl-L-proline are condensed in the presence of sodium cyanoborohydride to yield N-[1-ethoxycarbonyl-3-(2-chlorophenyl)-propyl]-L-alanyl-L-proline. The mass spectrum shows a peak at 411, (M+1), and a strong peak at 392, (M-18).